Dataset: the Open Reaction Database (ORD), a public repository of structured organic reaction records. Task: describe an organic reaction: reactants, conditions, products, and yield The reactants are CCN, CC(C(=O)O)N(CC(F)(F)F)c1ccc(C#N)c(Cl)c1. Yields the product CCNC(=O)C(C)N(CC(F)(F)F)c1ccc(C#N)c(Cl)c1. Reaction SMILES: [CH3:21][CH2:22][NH2:23].[Cl:1][c:2]1[cH:3][c:4]([N:10]([CH:11]([CH3:12])[C:13](=[O:14])[OH:15])[CH2:16][C:17]([F:18])([F:19])[F:20])[cH:5][cH:6][c:7]1[C:8]#[N:9]>>[Cl:1][c:2]1[cH:3][c:4]([N:10]([CH:11]([CH3:12])[C:13](=[O:15])[NH:23][CH2:22][CH3:21])[CH2:16][C:17]([F:18])([F:19])[F:20])[cH:5][cH:6][c:7]1[C:8]#[N:9]. Starting materials: [H-].[Na+] (Sodium hydride), CN1CC=2NC3=CC=C(C=C3C2CC1)C (2,6-Dimethyl-2,3,4,9-tetrahydro-1H-β-carboline), CC1(OC1)C=1C=NC=CC1 (3-(2-Methyl-oxiranyl)-pyridine). The solvent is CN(C)C=O (DMF). Reaction conditions: temperature 0 celsius, time 10 minute. The product is CN1CC=2N(C3=CC=C(C=C3C2CC1)C)CC(C)(O)C=1C=NC=CC1 (1-(2,6-dimethyl-1,2,3,4-tetrahydro-β-carbolin-9-yl)-2-pyridin-3-yl-propan-2-ol). The yield is 22.4%. Reaction SMILES: [CH3:1][N:2]1[CH2:14][CH2:13][C:12]2[C:11]3[C:6](=[CH:7][CH:8]=[C:9]([CH3:15])[CH:10]=3)[NH:5][C:4]=2[CH2:3]1.[H-].[Na+].[CH3:18][C:19]1([C:22]2[CH:23]=[N:24][CH:25]=[CH:26][CH:27]=2)[CH2:21][O:20]1>CN(C=O)C>[CH3:1][N:2]1[CH2:14][CH2:13][C:12]2[C:11]3[C:6](=[CH:7][CH:8]=[C:9]([CH3:15])[CH:10]=3)[N:5]([CH2:18][C:19]([C:22]3[CH:23]=[N:24][CH:25]=[CH:26][CH:27]=3)([OH:20])[CH3:21])[C:4]=2[CH2:3]1 |f:1.2|. Reported procedure: 2,6-Dimethyl-2,3,4,9-tetrahydro-1H-β-carboline (1 g, 5 mmol) was dissolved in 15 mL DMF and stirred for 10 min at 0° C. Sodium hydride (600 mg, 15 mmol) was added portionwise at RT and stirred for 10 min. 3-(2-Methyl-oxiranyl)-pyridine (1.01 g, 7.5 mmol) was added dropwise at the same temperature and the mixture stirred for 12 h at RT. The reaction was monitored by TLC & LCMS. After consumption of starting material, the reaction mixture was quenched with ice water and extracted with EtOAc (3×100... The reactants are C(C)C1=CC2=C(C(C=3NC4=CC(=CC=C4C3C2=O)C#N)(C)C)C=C1N1CCNCC1 (9-Ethyl-6,6-dimethyl-11-oxo-8-piperazin-1-yl-6,11-dihydro-5H-benzo[b]carbazole-3-carbonitrile), C[Si](C)(C)C#N (trimethylsilyl cyanide), C1(CCCCC1)=O (cyclohexanone). The reagents and catalysts are [I-].[Zn+2].[I-] (zinc iodide). The solvent is C(Cl)(Cl)Cl (chloroform), C(C)(=O)OCC (ethyl acetate). Run at temperature 60 celsius, time 17 hour. Yields the product C(#N)C1(CCCCC1)N1CCN(CC1)C=1C(=CC2=C(C(C=3NC4=CC(=CC=C4C3C2=O)C#N)(C)C)C1)CC (8-[4-(1-Cyano-cyclohexyl)-piperazin-1-yl]-9-ethyl-6,6-dimethyl-11-oxo-6,11-dihydro-5H-benzo[b]carbazole-3-carbonitrile). The yield is 21.0%. As a reaction SMILES: [CH2:1]([C:3]1[C:24]([N:25]2[CH2:30][CH2:29][NH:28][CH2:27][CH2:26]2)=[CH:23][C:6]2[C:7]([CH3:22])([CH3:21])[C:8]3[NH:9][C:10]4[C:15]([C:16]=3[C:17](=[O:18])[C:5]=2[CH:4]=1)=[CH:14][CH:13]=[C:12]([C:19]#[N:20])[CH:11]=4)[CH3:2].[C:31]1(=O)[CH2:36][CH2:35][CH2:34][CH2:33][CH2:32]1.C[Si]([C:42]#[N:43])(C)C>C(Cl)(Cl)Cl.C(OCC)(=O)C.[I-].[Zn+2].[I-]>[C:42]([C:31]1([N:28]2[CH2:29][CH2:30][N:25]([C:24]3[C:3]([CH2:1][CH3:2])=[CH:4][C:5]4[C:17](=[O:18])[C:16]5[C:15]6[C:10](=[CH:11][C:12]([C:19]#[N:20])=[CH:13][CH:14]=6)[NH:9][C:8]=5[C:7]([CH3:22])([CH3:21])[C:6]=4[CH:23]=3)[CH2:26][CH2:27]2)[CH2:36][CH2:35][CH2:34][CH2:33][CH2:32]1)#[N:43] |f:5.6.7|. Procedure details: 9-Ethyl-6,6-dimethyl-11-oxo-8-piperazin-1-yl-6,11-dihydro-5H-benzo[b]carbazole-3-carbonitrile (45 mg) and cyclohexanone (25 mg) were suspended in chloroform (2 ml), added with trimethylsilyl cyanide (30 mg) and zinc iodide (5 mg), and the mixture was stirred at 60° C. for 17 hrs. The reaction mixture was diluted with ethyl acetate (20 ml) and the organic layer was washed with 10% brine solution and concentrated under reduced pressure. The resulting residues were purified by silica gel column (di... Starting materials: N1C=CC2=CC(=CC=C12)C(=O)N (1H-indole-5-carboxamide), O.Cl.N1CCC(CC1)=O (4-piperidone hydrochloride monohydrate), [OH-].[K+] (potassium hydroxide). Run in CO (methanol). Product: N1CCC(=CC1)C1=CNC2=CC=C(C=C12)C(=O)N (3-(1,2,3,6-Tetrahydro-4-pyridinyl)-1H-indole-5-carboxamide). Isolated yield 40.6%. Reaction SMILES: [NH:1]1[C:9]2[C:4](=[CH:5][C:6]([C:10]([NH2:12])=[O:11])=[CH:7][CH:8]=2)[CH:3]=[CH:2]1.O.Cl.[NH:15]1[CH2:20][CH2:19][C:18](=O)[CH2:17][CH2:16]1.[OH-].[K+]>CO>[NH:15]1[CH2:16][CH:17]=[C:18]([C:3]2[C:4]3[C:9](=[CH:8][CH:7]=[C:6]([C:10]([NH2:12])=[O:11])[CH:5]=3)[NH:1][CH:2]=2)[CH2:19][CH2:20]1 |f:1.2.3,4.5|. Procedure details: A mixture of 1H-indole-5-carboxamide (1.8 g), 4-piperidone hydrochloride monohydrate (3.4 g), and potassium hydroxide (11 g) in methanol (100 ml) was heated at reflux for 16 h. The mixture was cooled, and partitioned between ethyl acetate (200 ml) and saturated potassium carbonate (200 ml). The aqueous phase was separated, and extracted with ethyl acetate (100 ml. The organic extracts were combined, dried and the solvent evaporated in vacuo to give a semi-solid which was triturated with absolute... Starting materials: ClC1=NC(=CC(=C1)NC(C(C)(C)C)=O)Cl (N-(2,6-Dichloro-4-pyridinyl)-2,2-dimethylpropanamide), C(C)OCC (diethyl ether), crude product, CN(/C=C/C=O)C ((2E)-3-(dimethylamino)-2-propenal), C(CCC)[Li] (n-Butyl lithium), C(C)OCC (diethyl ether). The solvent is C1CCCCC1 (cyclohexane), C1CCCCC1 (cyclohexane), C1CCOC1 (THF), C1CCOC1 (THF). Conditions: time 20 minute. Product: ClC1=C2C=CC=NC2=CC(=N1)Cl (5,7-Dichloro-1,6-naphthyridine). The yield is 52.1%. Reaction SMILES: [Cl:1][C:2]1[CH:7]=[C:6]([NH:8][C:9](=O)[C:10]([CH3:13])(C)C)[CH:5]=[C:4]([Cl:15])[N:3]=1.C([Li])CCC.CN(C)/C=C/C=O.C(OCC)C>C1COCC1.C1CCCCC1>[Cl:15][C:4]1[N:3]=[C:2]([Cl:1])[CH:7]=[C:6]2[C:5]=1[CH:13]=[CH:10][CH:9]=[N:8]2. Procedure: N-(2,6-Dichloro-4-pyridinyl)-2,2-dimethylpropanamide (1 g, 4.05 mmol) was taken up in THF (10 ml) under nitrogen and cooled to <−70° C. n-Butyl lithium (4.05 ml, 10.12 mmol, 2.5M solution in hexanes) was added over 30 min keeping the temperature below −60° C. and then stirred at below −70° C. for 1 h. (2E)-3-(dimethylamino)-2-propenal (0.607 ml, 6.07 mmol) in THF (2 ml) was added over 30 min keeping the temperature below −60° C. The reaction was stirred at below −70° C. for 20 min and then allow... Starting materials: ClCCCCCCCC (1-chlorooctane), Cl[SiH](Cl)Cl (trichlorosilane). Reagents/catalysts: [Cl-].C(CCC)[P+](CCCC)(CCCC)CCCC (tetrabutylphosphonium chloride). Yields the product C(CCCCCCC)[Si](Cl)(Cl)Cl (n-octyltrichlorosilane). Yield: 85.2%. As a reaction SMILES: Cl[CH2:2][CH2:3][CH2:4][CH2:5][CH2:6][CH2:7][CH2:8][CH3:9].[Cl:10][SiH:11]([Cl:13])[Cl:12]>[Cl-].C([P+](CCCC)(CCCC)CCCC)CCC>[CH2:2]([Si:11]([Cl:13])([Cl:12])[Cl:10])[CH2:3][CH2:4][CH2:5][CH2:6][CH2:7][CH2:8][CH3:9] |f:2.3|. Procedure: In the same apparatus and procedure as Example 1 above, 0.20 g (0.68 mmol) of tetrabutylphosphonium chloride, 1.00 g (6.73 mmol) of 1-chlorooctane and 2.71 g (20.0 mmol) of trichlorosilane were reacted at 170° C. for 2 hrs. The resulting mixture was distilled to give 1.42 g of n-octyltrichlorosilane (yield; 85%).